This data is from the Open Reaction Database (ORD), a public repository of structured organic reaction records. The task is: describe an organic reaction: reactants, conditions, products, and yield Starting materials: Cl (hydrochloric acid), CN1CC[C@]23C4=C5C=CC(=C4O[C@H]2C(=O)CC[C@]3([C@H]1C5)O)OC (Oxycodone), CN1CC[C@]23C4C(=O)C=C[C@]2([C@H]1CC5=C3C(=C(C=C5)OC)O4)O (14-hydroxycodeinone), O (water). The reagents and catalysts are [Zn] (zinc), [Zn] (zinc). Run in C(CCC)O (1-butanol). Reaction conditions: temperature 20 celsius, time 3 hour. The product is CN1CC[C@]23C4=C5C=CC(=C4O[C@H]2C(=O)CC[C@]3([C@H]1C5)O)OC.Cl (oxycodone hydrochloride). As a reaction SMILES: [CH3:1][N:2]1[C@@H:19]2[CH2:20][C:7]3[CH:8]=[CH:9][C:10]([O:22][CH3:23])=[C:11]4[O:12][C@H:13]5[C:14]([CH2:16][CH2:17][C@:18]2([OH:21])[C@:5]5([C:6]=34)[CH2:4][CH2:3]1)=[O:15].CN1[C@@H]2CC3C=CC(OC)=C4OC5C(C=C[C@]2(O)[C@]5(C=34)CC1)=O.O.[ClH:48]>C(O)CCC.[Zn]>[CH3:1][N:2]1[C@@H:19]2[CH2:20][C:7]3[CH:8]=[CH:9][C:10]([O:22][CH3:23])=[C:11]4[O:12][C@H:13]5[C:14]([CH2:16][CH2:17][C@:18]2([OH:21])[C@:5]5([C:6]=34)[CH2:4][CH2:3]1)=[O:15].[ClH:48] |f:6.7|. Reported procedure: Oxycodone base (40.07 g) containing 4869 ppm of 14-hydroxycodeinone and 13.7 ppm DHDHC, was suspended in 1-butanol (250 mL) and water (180 mL) in a jacketed reactor. At 15° C. and with the reaction under nitrogen, aqueous hydrochloric acid (37%) was added to achieve a pH of 2.86. At 25° C., zinc dust (1 g) was added and the resulting mixture was stirred for 3 hr (Note: pH increased to 5.86 upon zinc powder addition). Activated carbon (Norit KB-G, 4 g) was added to the reactor and the solution wa... The reactants are CCOC(=O)c1n[nH]c2c1CCCCC2, CO, Cl, [Na+], [OH-]. Product: O=C(O)c1n[nH]c2c1CCCCC2. RXN SMILES: [CH2:3]([CH3:4])[O:5][C:6](=[O:7])[c:8]1[n:9][nH:10][c:11]2[c:12]1[CH2:13][CH2:14][CH2:15][CH2:16][CH2:17]2.[CH3:19][OH:20].[ClH:18].[Na+:2].[OH-:1]>>[O:5]=[C:6]([OH:7])[c:8]1[n:9][nH:10][c:11]2[c:12]1[CH2:13][CH2:14][CH2:15][CH2:16][CH2:17]2.